From a dataset of the Open Reaction Database (ORD), a public repository of structured organic reaction records. describe an organic reaction: reactants, conditions, products, and yield The reactants are ClC1=NN2C(C(=CC=C2)N(C)CC2=C(C=CC=C2)N(S(=O)(=O)C)C)=N1 (N-(2-{[(2-chloro-[1,2,4]triazolo[1,5-a]pyridin-8-yl)-methyl-amino]-methyl}-phenyl)-N-methyl-methanesulfonamide), CN1CCN(CC1)C1=CC=C(C=C1)N (4-(4-methyl-piperazin-1-yl)-phenylamine), C1(CCCCC1)P(C1=C(C=CC=C1)C1=C(C=CC=C1)P(C1CCCCC1)C1CCCCC1)C1CCCCC1 (2,2′-bis-dicyclohexylphosphanyl-biphenyl). Yields the product CN(S(=O)(=O)C)C1=C(C=CC=C1)CN(C=1C=2N(C=CC1)N=C(N2)NC2=CC=C(C=C2)N2CCN(CC2)C)C (N-Methyl-N-{2-[(methyl-{2-[4-(4-methyl-piperazin-1-yl)-phenylamino}-[1,2,4]triazolo[1,5-a]pyridin-8-yl}-amino)-methyl]-phenyl}-methanesulfonamide), foam. The yield is 21.0%. Reaction SMILES: Cl[C:2]1[N:25]=[C:5]2[C:6]([N:10]([CH2:12][C:13]3[CH:18]=[CH:17][CH:16]=[CH:15][C:14]=3[N:19]([CH3:24])[S:20]([CH3:23])(=[O:22])=[O:21])[CH3:11])=[CH:7][CH:8]=[CH:9][N:4]2[N:3]=1.[CH3:26][N:27]1[CH2:32][CH2:31][N:30]([C:33]2[CH:38]=[CH:37][C:36]([NH2:39])=[CH:35][CH:34]=2)[CH2:29][CH2:28]1.C1(P(C2CCCCC2)C2C=CC=CC=2C2C=CC=CC=2P(C2CCCCC2)C2CCCCC2)CCCCC1>>[CH3:24][N:19]([C:14]1[CH:15]=[CH:16][CH:17]=[CH:18][C:13]=1[CH2:12][N:10]([CH3:11])[C:6]1[C:5]2[N:4]([N:3]=[C:2]([NH:39][C:36]3[CH:35]=[CH:34][C:33]([N:30]4[CH2:29][CH2:28][N:27]([CH3:26])[CH2:32][CH2:31]4)=[CH:38][CH:37]=3)[N:25]=2)[CH:9]=[CH:8][CH:7]=1)[S:20]([CH3:23])(=[O:22])=[O:21]. Reported procedure: 185 b) N-Methyl-N-{2-[(methyl-{2-[4-(4-methyl-piperazin-1-yl)-phenylamino}-[1,2,4]triazolo[1,5-a]pyridin-8-yl}-amino)-methyl]-phenyl}-methanesulfonamide was prepared from N-(2-{[(2-chloro-[1,2,4]triazolo[1,5-a]pyridin-8-yl)-methyl-amino]-methyl}-phenyl)-N-methyl-methanesulfonamide (75.0 mg, 0.197 mmol) and 4-(4-methyl-piperazin-1-yl)-phenylamine (42.0 mg, 0.220 mmol) with 2,2′-bis-dicyclohexylphosphanyl-biphenyl (18.0 mg, 0.0329 mmol) as the ligand in a manner analogous to Example 2d. Product is... Reactants: C1=CC=CC=2C3=CC=CC=C3NC12 (carbazole), [H-].[Na+] (NaH), BrCCCCCC (1-bromohexane), 2L, O (water). Solvent: ice water, ice water, CN(C(C)=O)C (N,N-dimethyl acetamide). The product is C(CCCCC)N1C2=CC=CC=C2C=2C=CC=CC12 (9-Hexyl-9H-carbazole). As a reaction SMILES: [CH:1]1[C:13]2[NH:12][C:11]3[C:6](=[CH:7][CH:8]=[CH:9][CH:10]=3)[C:5]=2[CH:4]=[CH:3][CH:2]=1.[H-].[Na+].Br[CH2:17][CH2:18][CH2:19][CH2:20][CH2:21][CH3:22].O>CN(C)C(=O)C>[CH2:17]([N:12]1[C:11]2[CH:10]=[CH:9][CH:8]=[CH:7][C:6]=2[C:5]2[C:13]1=[CH:1][CH:2]=[CH:3][CH:4]=2)[CH2:18][CH2:19][CH2:20][CH2:21][CH3:22] |f:1.2|. Procedure details: 20 g of carbazole was dissolved in 100 mL dry N,N-dimethyl acetamide (DMAc) in a 500 mL round bottomed flask. NaH (60% in mineral oil) was added into the flask slowly in nitrogen to form a mixture. The mixture was stirred for 20 minutes in ice/water bath. 30 g of 1-bromohexane was then added slowly to the flask and stirred for 6 hours in ice/water bath. The resulting solution was poured into 2L deionized water and extracted with ethyl acetate several times. The extract was re-extracted by deioni... Reaction conditions: temperature 80 celsius, time 48 hour. Solvent: O1CCOCC1 (dioxane), O (water). Reactants: BrC=1C=C2C=NN=CC2=CC1 (6-bromophthalazine), ClC1=CC=C(N=N1)N(C1CC(NC(C1)(C)C)(C)C)C (6-chloro-N-methyl-N-(2,2,6,6-tetramethylpiperidin-4-yl)pyridazin-3-amine), CC1(OB(OC1(C)C)B1OC(C(O1)(C)C)(C)C)C (4,4,4′,4′,5,5,5′,5′-octamethyl-2,2′-bi(1,3,2-dioxaborolane)), C(C)(=O)[O-].[K+] (potassium acetate), ClCCl (dichloromethane), C([O-])([O-])=O.[K+].[K+] (Potassium carbonate). Reagents/catalysts: C1=CC=C(C=C1)P([C-]2C=CC=C2)C3=CC=CC=C3.C1=CC=C(C=C1)P([C-]2C=CC=C2)C3=CC=CC=C3.Cl[Pd]Cl.[Fe+2] ([1,1′-bis(diphenylphosphino)ferrocene]dichloropalladium(II)). The product is CN(C=1N=NC(=CC1)C=1C=C2C=NN=CC2=CC1)C1CC(NC(C1)(C)C)(C)C (N-methyl-6-(phthalazin-6-yl)-N-(2,2,6,6-tetramethylpiperidin-4-yl)pyridazin-3-amine). RXN SMILES: Br[C:2]1[CH:3]=[C:4]2[C:9](=[CH:10][CH:11]=1)[CH:8]=[N:7][N:6]=[CH:5]2.Cl[C:13]1[N:18]=[N:17][C:16]([N:19]([CH3:30])[CH:20]2[CH2:25][C:24]([CH3:27])([CH3:26])[NH:23][C:22]([CH3:29])([CH3:28])[CH2:21]2)=[CH:15][CH:14]=1.CC1(C)C(C)(C)OB(B2OC(C)(C)C(C)(C)O2)O1.C([O-])(=O)C.[K+].ClCCl.C(=O)([O-])[O-].[K+].[K+]>O1CCOCC1.C1C=CC(P(C2C=CC=CC=2)[C-]2C=CC=C2)=CC=1.C1C=CC(P(C2C=CC=CC=2)[C-]2C=CC=C2)=CC=1.Cl[Pd]Cl.[Fe+2].O>[CH3:30][N:19]([CH:20]1[CH2:25][C:24]([CH3:27])([CH3:26])[NH:23][C:22]([CH3:29])([CH3:28])[CH2:21]1)[C:16]1[N:17]=[N:18][C:13]([C:2]2[CH:3]=[C:4]3[C:9](=[CH:10][CH:11]=2)[CH:8]=[N:7][N:6]=[CH:5]3)=[CH:14][CH:15]=1 |f:3.4,6.7.8,10.11.12.13|. Procedure: A mixture of 6-bromophthalazine (0.11 g, 0.50 mmol), 6-chloro-N-methyl-N-(2,2,6,6-tetramethylpiperidin-4-yl)pyridazin-3-amine (0.16 g, 0.58 mmol), 4,4,4′,4′,5,5,5′,5′-octamethyl-2,2′-bi(1,3,2-dioxaborolane) (0.14 g, 0.55 mmol), potassium acetate (0.15 g, 1.5 mmol) and [1,1′-bis(diphenylphosphino)ferrocene]dichloropalladium(II), complex with dichloromethane (0.04 g, 0.05 mmol) in dioxane (3 mL) was heated at 80° C. for 3 h. Potassium carbonate (0.20 g, 1.5 mmol) and water (0.4 mL) were added and ... The reactants are CCc1cc(N2CCCCC2)c(S(C)(=O)=O)cc1C(=O)Cl, COCCOC, Cl, N=C(N)N. Product: CCc1cc(N2CCCCC2)c(S(C)(=O)=O)cc1C(=O)N=C(N)N. RXN SMILES: [CH2:1]([CH3:2])[c:3]1[c:4]([C:5](=[O:6])[Cl:7])[cH:8][c:9]([S:18](=[O:19])(=[O:20])[CH3:21])[c:10]([N:12]2[CH2:13][CH2:14][CH2:15][CH2:16][CH2:17]2)[cH:11]1.[CH3:27][O:28][CH2:29][CH2:30][O:31][CH3:32].[ClH:26].[NH2:22][C:23]([NH2:24])=[NH:25]>>[CH2:1]([CH3:2])[c:3]1[c:4]([C:5](=[O:6])[N:22]=[C:23]([NH2:24])[NH2:25])[cH:8][c:9]([S:18](=[O:19])(=[O:20])[CH3:21])[c:10]([N:12]2[CH2:13][CH2:14][CH2:15][CH2:16][CH2:17]2)[cH:11]1. The reactants are C(#N)C1=NN(C=C1C=C)C1=C(C=C(C=C1Cl)C(F)(F)F)Cl (3-cyano-1-(2,6-dichloro-4-trifluoromethylphenyl)-4-ethenylpyrazole), C[N+]1(CCOCC1)[O-] (N-methylmorpholine oxide), solution, CC(=O)C (acetone), I(=O)(=O)(=O)[O-].[Na+] (Sodium metaperiodate). The reagents and catalysts are [Os](=O)(=O)(=O)=O (osmium tetroxide). Solvent: C(C)(C)(C)O (t-butanol), O (water). Reaction conditions: time 16 hour. Product: C(#N)C1=NN(C=C1C=O)C1=C(C=C(C=C1Cl)C(F)(F)F)Cl (3-Cyano-1-(2,6-dichloro-4-trifluoromethylphenyl)-4-formylpyrazole). RXN SMILES: [C:1]([C:3]1[C:7]([CH:8]=C)=[CH:6][N:5]([C:10]2[C:15]([Cl:16])=[CH:14][C:13]([C:17]([F:20])([F:19])[F:18])=[CH:12][C:11]=2[Cl:21])[N:4]=1)#[N:2].C[N+]1([O-])CC[O:26]CC1.CC(C)=O.I([O-])(=O)(=O)=O.[Na+]>C(O)(C)(C)C.O.[Os](=O)(=O)(=O)=O>[C:1]([C:3]1[C:7]([CH:8]=[O:26])=[CH:6][N:5]([C:10]2[C:15]([Cl:16])=[CH:14][C:13]([C:17]([F:20])([F:19])[F:18])=[CH:12][C:11]=2[Cl:21])[N:4]=1)#[N:2] |f:3.4|. Procedure: A solution of 3-cyano-1-(2,6-dichloro-4-trifluoromethylphenyl)-4-ethenylpyrazole (0.1 g), N-methylmorpholine oxide (0.005 g), osmium tetroxide (50 μl of a 2.5% solution in t-butanol) in water (5 ml) and acetone (45 ml) was stirred at room temperature for 16 hours Sodium metaperiodate (0.005 g) was added and stirring continued for 16 hours. The reaction mixture was evaporated and the residue partititoned between ether and saturated aqueous sodium hydrogen carbonate solution. The aqueous layer was... The reactants are [BH4-], CO, ClCCl, O=C1c2ccccc2C(=O)N1CCN1CCC(c2noc3cc(F)ccc23)CC1, [Na+]. Product: O=C1c2ccccc2C(O)N1CCN1CCC(c2noc3cc(F)ccc23)CC1. RXN SMILES: [BH4-:30].[CH3:32][OH:33].[Cl:34][CH2:35][Cl:36].[F:1][c:2]1[cH:3][c:4]2[c:5]([c:6]([CH:9]3[CH2:10][CH2:11][N:12]([CH2:15][CH2:16][N:17]4[C:18](=[O:27])[c:19]5[c:20]([cH:23][cH:24][cH:25][cH:26]5)[C:21]4=[O:22])[CH2:13][CH2:14]3)[n:7][o:8]2)[cH:28][cH:29]1.[Na+:31]>>[F:1][c:2]1[cH:3][c:4]2[c:5]([c:6]([CH:9]3[CH2:10][CH2:11][N:12]([CH2:15][CH2:16][N:17]4[C:18](=[O:27])[c:19]5[c:20]([cH:23][cH:24][cH:25][cH:26]5)[CH:21]4[OH:22])[CH2:13][CH2:14]3)[n:7][o:8]2)[cH:28][cH:29]1.